Dataset: the Open Reaction Database (ORD), a public repository of structured organic reaction records. Task: describe an organic reaction: reactants, conditions, products, and yield Reactants: O (H2O), C1(=CC=CC=C1)C1=CC(=NC(=C1)C=1OC=CC1)C=1OC=CC1 (4-Phenyl-2,6-di(2-furyl)pyridine), C(C)(C)(C)O (t-butanol), [O-][Mn](=O)(=O)=O.[K+] (KMnO4). The product is C1(=CC=CC=C1)C1=CC(=NC(=C1)C(=O)O)C(=O)O (4-phenyl-2,6-pyridinedicarboxylic acid). RXN SMILES: [C:1]1([C:7]2[CH:12]=[C:11]([C:13]3[O:14]C=CC=3)[N:10]=[C:9]([C:18]3[O:19]C=CC=3)[CH:8]=2)[CH:6]=[CH:5][CH:4]=[CH:3][CH:2]=1.C([OH:27])(C)(C)C.[O-][Mn](=O)(=O)=O.[K+].[OH2:34]>>[C:1]1([C:7]2[CH:8]=[C:9]([C:18]([OH:19])=[O:34])[N:10]=[C:11]([C:13]([OH:14])=[O:27])[CH:12]=2)[CH:2]=[CH:3][CH:4]=[CH:5][CH:6]=1 |f:2.3|. Procedure details: The product of step b is added to the t-butanol. The mixture is heated and stirred then the H2O is added and the KMnO4 is added in portions over about 30 minutes at 75° C. The mixture is refluxed for 90 minutes. The product is worked up to give crystals of the desired 4-phenyl-2,6-pyridinedicarboxylic acid. The dicarboxylic acid which results is useful in its own right in the present invention as a ligand. Reactants: N#Cc1ccc(Br)cc1, C1COCCN1, O. Product: N#Cc1ccc(N2CCOCC2)cc1. As a reaction SMILES: [Br:7][c:8]1[cH:9][cH:10][c:11]([C:12]#[N:13])[cH:14][cH:15]1.[CH2:1]1[CH2:2][O:3][CH2:4][CH2:5][NH:6]1.[OH2:16]>>[CH2:1]1[CH2:2][O:3][CH2:4][CH2:5][N:6]1[c:8]1[cH:9][cH:10][c:11]([C:12]#[N:13])[cH:14][cH:15]1. Starting materials: COc1cc(-c2noc(C)n2)c(C(O)c2ccccc2)cc1OCc1ccccc1, ClCCl. The product is COc1cc(-c2noc(C)n2)c(C(=O)c2ccccc2)cc1OCc1ccccc1. RXN SMILES: [CH2:1]([c:2]1[cH:3][cH:4][cH:5][cH:6][cH:7]1)[O:8][c:9]1[c:10]([O:29][CH3:30])[cH:11][c:12](-[c:23]2[n:24][o:25][c:26]([CH3:28])[n:27]2)[c:13]([CH:15]([OH:16])[c:17]2[cH:18][cH:19][cH:20][cH:21][cH:22]2)[cH:14]1.[CH2:31]([Cl:32])[Cl:33]>>[CH2:1]([c:2]1[cH:3][cH:4][cH:5][cH:6][cH:7]1)[O:8][c:9]1[c:10]([O:29][CH3:30])[cH:11][c:12](-[c:23]2[n:24][o:25][c:26]([CH3:28])[n:27]2)[c:13]([C:15](=[O:16])[c:17]2[cH:18][cH:19][cH:20][cH:21][cH:22]2)[cH:14]1. Reactants: C1(=CC=CC=C1)P(C1=CC=CC=C1)C1=CC=CC=C1 (triphenylphosphine), N(=[N+]=[N-])CC1=C2NC(C(NC2=CC(=C1)Br)OC)OC (5-azidomethyl-7-bromo-2,3-dimethoxy-1,2,3,4-tetrahydroquinoxaline), O (water). Solvent: O1CCCC1 (tetrahydrofuran). Reaction conditions: temperature 20 celsius, time 4 hour. Yields the product NCC1=C2NC(C(NC2=CC(=C1)Br)OC)OC (5-Aminomethyl-7-bromo-2,3-dimethoxy-1,2,3,4-tetrahydroquinoxaline). As a reaction SMILES: [N:1]([CH2:4][C:5]1[CH:14]=[C:13]([Br:15])[CH:12]=[C:11]2[C:6]=1[NH:7][CH:8]([O:18][CH3:19])[CH:9]([O:16][CH3:17])[NH:10]2)=[N+]=[N-].C1(P(C2C=CC=CC=2)C2C=CC=CC=2)C=CC=CC=1.O>O1CCCC1>[NH2:1][CH2:4][C:5]1[CH:14]=[C:13]([Br:15])[CH:12]=[C:11]2[C:6]=1[NH:7][CH:8]([O:18][CH3:19])[CH:9]([O:16][CH3:17])[NH:10]2. Reported procedure: 4.47 g (13.8 mmol) of 5-azidomethyl-7-bromo-2,3-dimethoxy-1,2,3,4-tetrahydroquinoxaline are dissolved in 35 ml of tetrahydrofuran, and 3.98 g (1.1 equiv.) of triphenylphosphine are added. The mixture is stirred at 20° C. for 4 hours. 746 mg of water are added and the mixture is stirred for a further three hours. The solid is filtered off and the filtrate is extracted with ethyl acetate and sodium carbonate solution. The organic phases are combined, washed with brine, dried over magnesium sulfate... The reactants are N1(CCNCC1)C1=NC2=CC(=C(C=C2C(=N1)N)OC)OC (2-piperazino-4-amino-6,7-dimethoxyquinazoline), resultant solution, C1(=CC=CC=C1)N=C=S (phenylisothiocyanate). Run in O1CCOCC1 (dioxane), O1CCOCC1 (dioxane). Conditions: time 8 hour. Product: C1(=CC=CC=C1)NC(=S)N1CCN(CC1)C1=NC2=CC(=C(C=C2C(=N1)N)OC)OC (2-(4-phenylthiocarbamoyl-piperazin-1-yl)-4-amino-6,7-dimethoxyquinazoline). The yield is 69.9%. Reaction SMILES: [N:1]1([C:7]2[N:16]=[C:15]([NH2:17])[C:14]3[C:9](=[CH:10][C:11]([O:20][CH3:21])=[C:12]([O:18][CH3:19])[CH:13]=3)[N:8]=2)[CH2:6][CH2:5][NH:4][CH2:3][CH2:2]1.[C:22]1([N:28]=[C:29]=[S:30])[CH:27]=[CH:26][CH:25]=[CH:24][CH:23]=1>O1CCOCC1>[C:22]1([NH:28][C:29]([N:4]2[CH2:5][CH2:6][N:1]([C:7]3[N:16]=[C:15]([NH2:17])[C:14]4[C:9](=[CH:10][C:11]([O:20][CH3:21])=[C:12]([O:18][CH3:19])[CH:13]=4)[N:8]=3)[CH2:2][CH2:3]2)=[S:30])[CH:27]=[CH:26][CH:25]=[CH:24][CH:23]=1. Procedure: In 20 ml of dioxane, there was dissolved 0.87 g. (3 mmole) of 2-piperazino-4-amino-6,7-dimethoxyquinazoline. To the resultant solution was added dropwise a solution of 0.41 g. (3 mmole) of phenylisothiocyanate dissolved in 10 ml of dioxane at room temperature. The mixture was further stirred overnight. After evaporation of the solvent, the residue was chromatographed on silica gel and eluted with 20% dioxane-chloroform to obtain 0.89 g. of the desired product. The reactants are OCCCCCCBr, CC(C)(C)[Si](C)(C)Cl, C1CCOC1, c1c[nH]cn1. Yields the product CC(C)(C)[Si](C)(C)OCCCCCCBr. Reaction SMILES: [Br:1][CH2:2][CH2:3][CH2:4][CH2:5][CH2:6][CH2:7][OH:8].[C:14]([CH3:15])([CH3:16])([CH3:17])[Si:18]([CH3:19])([CH3:20])[Cl:21].[O:22]1[CH2:23][CH2:24][CH2:25][CH2:26]1.[nH:9]1[cH:10][cH:11][n:12][cH:13]1>>[Br:1][CH2:2][CH2:3][CH2:4][CH2:5][CH2:6][CH2:7][O:8][Si:18]([C:14]([CH3:15])([CH3:16])[CH3:17])([CH3:19])[CH3:20].